Dataset: the Open Reaction Database (ORD), a public repository of structured organic reaction records. Task: describe an organic reaction: reactants, conditions, products, and yield The reactants are B(F)(F)F.CCOCC (boron trifluoride etherate), SCC(CS)S (1,2,3-trimercaptopropane), C(C)(=O)CCCC(=O)OC (methyl 4-acetylbutyrate). Solvent: C(Cl)Cl (methylene chloride). Product: SCC1SC(SC1)(CCCC(=O)OC)C (Methyl 4-(mercaptomethyl)-2-methyl-1,3-dithiolane-2-butanoate), product. The yield is 69.0%. Reaction SMILES: [SH:1][CH2:2][CH:3]([SH:6])[CH2:4][SH:5].[C:7]([CH2:10][CH2:11][CH2:12][C:13]([O:15][CH3:16])=[O:14])(=O)[CH3:8].B(F)(F)F.CCOCC>C(Cl)Cl>[SH:1][CH2:2][CH:3]1[CH2:4][S:5][C:7]([CH3:8])([CH2:10][CH2:11][CH2:12][C:13]([O:15][CH3:16])=[O:14])[S:6]1 |f:2.3|. Procedure: The title compound was prepared according to the procedure of Example 1 using 1,2,3-trimercaptopropane (5 g, 0.0355 mol), methyl 4-acetylbutyrate (5.1 g, 0.0355 mol) and boron trifluoride etherate (1 ml) in methylene chloride (125 ml). The crude product was chromatographed on silica gel using 5% ethyl acetate/hexane as eluent to give 6.5 g (69%) of product.